This data is from the Open Reaction Database (ORD), a public repository of structured organic reaction records. The task is: describe an organic reaction: reactants, conditions, products, and yield The reactants are CCOC(=O)c1ccc(Cn2cccc2Cn2ccnc2)cc1, CCO, CC(C)O, [Na+], [OH-], O. Product: O=C(O)c1ccc(Cn2cccc2Cn2ccnc2)cc1. Reaction SMILES: [C:3](=[O:4])([O:5][CH2:6][CH3:7])[c:8]1[cH:9][cH:10][c:11]([CH2:12][n:13]2[c:14]([CH2:18][n:19]3[cH:20][n:21][cH:22][cH:23]3)[cH:15][cH:16][cH:17]2)[cH:24][cH:25]1.[CH3:31][CH2:32][OH:33].[CH:26]([OH:27])([CH3:28])[CH3:29].[Na+:2].[OH-:1].[OH2:30]>>[C:3](=[O:4])([OH:5])[c:8]1[cH:9][cH:10][c:11]([CH2:12][n:13]2[c:14]([CH2:18][n:19]3[cH:20][n:21][cH:22][cH:23]3)[cH:15][cH:16][cH:17]2)[cH:24][cH:25]1. Starting materials: Cl.Cl.OC1=C(C(=N)N)C(=CC=C1)N (2-hydroxy-6-aminobenzamidine dihydrochloride), O=C1CCN(CC1)C(=O)OCC (ethyl 4-oxopiperidine-1-carboxylate). The product is Cl.NC1=NC2(NC3=CC=CC(=C13)O)CCN(CC2)C(=O)OCC (Ethyl 4'-amino-5'-hydroxyspiro[piperidine-4,2'(1'H)-quinazoline]-1-carboxylate hydrochloride). As a reaction SMILES: [ClH:1].Cl.[OH:3][C:4]1[CH:12]=[CH:11][CH:10]=[C:9]([NH2:13])[C:5]=1[C:6]([NH2:8])=[NH:7].O=[C:15]1[CH2:20][CH2:19][N:18]([C:21]([O:23][CH2:24][CH3:25])=[O:22])[CH2:17][CH2:16]1>>[ClH:1].[NH2:7][C:6]1[C:5]2[C:9](=[CH:10][CH:11]=[CH:12][C:4]=2[OH:3])[NH:13][C:15]2([CH2:20][CH2:19][N:18]([C:21]([O:23][CH2:24][CH3:25])=[O:22])[CH2:17][CH2:16]2)[N:8]=1 |f:0.1.2,4.5|. Procedure details: This was prepared by the method of Example 173 using 2-hydroxy-6-aminobenzamidine dihydrochloride (Example D) and ethyl 4-oxopiperidine-1-carboxylate to give the title compound as a yellow solid, MS (+CI) 305 ([M+H]+), 1H NMR (d6 -DMSO) 11.80 (1H, s), 9.96 (1H, s), 8.64 (1H, s), 8.54 (1H, s), 7.49 (1H, s), 7.23 (1H, t), 6.31 (1H, d), 6.27 (1H, d), 4.02-4.08 (2H, m), 3.5-3.7 (2H, m), 3.3-3.5 (2H, m), 1.6-1.8 (2H, m), 1.19 (3H, t). Reactants: C(C)OC1=C(C(=C(C=C1)O)F)F (4-Ethoxy-2,3-difluorophenol), P(=O)([O-])([O-])[O-].[K+].[K+].[K+] (tripotassium phosphate), ClCC1CCC(CC1)C1=C(C(=C(C=C1)OCC)F)F (4-chloromethyl-(4-ethoxy-2,3-difluorophenyl)-cyclohexane). Solvent: CN(C)C=O (DMF). Run at temperature 30 celsius, time 7 hour. Yields the product C(C)OC1=C(C(=C(C=C1)C1CCC(CC1)COC1=C(C(=C(C=C1)OCC)F)F)F)F (1-(4-ethoxy-2,3-difluorophenyl)-4-(4-ethoxy-2,3-difluorophenoxymethyl)-cyclohexane). The yield is 49.7%. Reaction SMILES: [CH2:1]([O:3][C:4]1[CH:9]=[CH:8][C:7]([OH:10])=[C:6]([F:11])[C:5]=1[F:12])[CH3:2].P([O-])([O-])([O-])=O.[K+].[K+].[K+].Cl[CH2:22][CH:23]1[CH2:28][CH2:27][CH:26]([C:29]2[CH:34]=[CH:33][C:32]([O:35][CH2:36][CH3:37])=[C:31]([F:38])[C:30]=2[F:39])[CH2:25][CH2:24]1>CN(C=O)C>[CH2:36]([O:35][C:32]1[CH:33]=[CH:34][C:29]([CH:26]2[CH2:27][CH2:28][CH:23]([CH2:22][O:10][C:7]3[CH:8]=[CH:9][C:4]([O:3][CH2:1][CH3:2])=[C:5]([F:12])[C:6]=3[F:11])[CH2:24][CH2:25]2)=[C:30]([F:39])[C:31]=1[F:38])[CH3:37] |f:1.2.3.4|. Procedure details: 4-Ethoxy-2,3-difluorophenol (6) (2.2 g) and tripotassium phosphate (K3PO4) (11.0 g) were added to DMF (100 ml) under a nitrogen atmosphere, and the stirring was continued at 70° C. The compound (20) (3.0 g) was added thereto, and the stirring was continued at 70° C. for 7 hours. After the reaction mixture obtained had been cooled to 30° C. and separated from the solid by filtration, toluene (100 ml) and water (100 ml) were added thereto and mixed. The mixture was then allowed to separate into or... Reactants: O=C1CC(C(O1)C(=O)OC(C1=CC=CC=C1)C1=CC=CC=C1)C(=O)OC(C)(C)C (3-tert-butyl 2-diphenylmethyl (2RS,3RS)-5-oxotetrahydrofuran-2,3-dicarboxylate), [H][H] (hydrogen). The reagents and catalysts are [C].[Pd] (palladium-carbon). The solvent is C(C)(=O)OCC (ethyl acetate). The product is C(C)(C)(C)OC(=O)C1C(OC(C1)=O)C(=O)O ((2RS,3RS)-3-tert-butoxycarbonyl-5-oxotetrahydrofuran-2-carboxylic acid). Yield: 76.8%. As a reaction SMILES: [O:1]=[C:2]1[O:6][CH:5]([C:7]([O:9]C(C2C=CC=CC=2)C2C=CC=CC=2)=[O:8])[CH:4]([C:23]([O:25][C:26]([CH3:29])([CH3:28])[CH3:27])=[O:24])[CH2:3]1.[H][H]>C(OCC)(=O)C.[C].[Pd]>[C:26]([O:25][C:23]([CH:4]1[CH2:3][C:2](=[O:1])[O:6][CH:5]1[C:7]([OH:9])=[O:8])=[O:24])([CH3:29])([CH3:27])[CH3:28] |f:3.4|. Procedure details: 148 mg of 3-tert-butyl 2-diphenylmethyl (2RS,3RS)-5-oxotetrahydrofuran-2,3-dicarboxylate in 4 ml of ethyl acetate was catalytically reduced with 15 mg of a 10% palladium-carbon catalyst at room temperature at atmospheric pressure of hydrogen for 15 hours. The catalyst was filtered off, and the solvent was evaporated in vacuo. The residue was washed with benzene to give 66 mg of the title compound as a white crystalline powder. Reactants: ClC1=C2N=CN(C2=NC=N1)[C@@H]1C=C[C@@H](C1)CO ((1R,cis)-4-(6-Chloro-9H-purin-9-yl)-2-cyclopentene-1-methanol), N (ammonia). Product: NC1=C2N=CN(C2=NC=N1)[C@@H]1C=C[C@@H](C1)CO ((1R,cis)-4-(6-Amino-9H-purin-9-yl)-2-cyclopentene-1-methanol). Yield: 87.0%. As a reaction SMILES: Cl[C:2]1[N:10]=[CH:9][N:8]=[C:7]2[C:3]=1[N:4]=[CH:5][N:6]2[C@H:11]1[CH2:15][C@@H:14]([CH2:16][OH:17])[CH:13]=[CH:12]1.[NH3:18]>>[NH2:18][C:2]1[N:10]=[CH:9][N:8]=[C:7]2[C:3]=1[N:4]=[CH:5][N:6]2[C@H:11]1[CH2:15][C@@H:14]([CH2:16][OH:17])[CH:13]=[CH:12]1. Reported procedure: (1R,cis)-4-(6-Chloro-9H-purin-9-yl)-2-cyclopentene-1-methanol (from part e of this example, 2.00 g, 7.98 mmol) was stirred in liquid ammonia (50 mL) in a Parr bomb at 25° C. for 18 hours. Evaporation of volatiles and crystallization of the residual solid from methanol-acetonitrile gave title compound as white prisms (1.61 g, 87%), m.p. 195–200° C.; 1H-NMR (DMSO-d6) δ 8.15 (s, 1H), 8.06 (s, 1H), 7.21 (br s, 2H), 6.15 and 5.95 (two m, 2H), 5.61 (m, 1H), 4.76 (t, J=5.4 Hz, 1H), 3.48 (t, J=5.5 Hz, 2... Reactants: NCc1ccc(Br)cc1, CCOC(OCC)C(=N)OC, C[O-], CO, Cl, [Na+]. Yields the product CCOC(OCC)C(=N)NCc1ccc(Br)cc1. Reaction SMILES: [Br:2][c:3]1[cH:4][cH:5][c:6]([CH2:9][NH2:10])[cH:7][cH:8]1.[CH2:14]([CH3:15])[O:16][CH:17]([C:18]([O:19][CH3:20])=[NH:21])[O:22][CH2:23][CH3:24].[CH3:11][O-:12].[CH3:25][OH:26].[ClH:1].[Na+:13]>>[Br:2][c:3]1[cH:4][cH:5][c:6]([CH2:9][NH:10][C:18]([CH:17]([O:16][CH2:14][CH3:15])[O:22][CH2:23][CH3:24])=[NH:21])[cH:7][cH:8]1. Reactants: S(=O)(=O)(Cl)Cl (Sulfuryl chloride), BrC=1C=C(C=C(C1S)Br)CC(=O)OC (methyl 3,5-dibromo-4-mercaptophenylacetate), C(C)(C)C1=C(C=CC=C1)OC (2-isopropylanisole), [Cl-].[Al+3].[Cl-].[Cl-] (aluminum chloride), ice water, S(Cl)Cl (sulfenyl chloride), ice. The solvent is ClCCl (dichloromethane), ClCCl (dichloromethane), CO (methanol). Reaction conditions: time 1 hour. Product: BrC=1C=C(C=C(C1SC1=CC(=C(C=C1)OC)C(C)C)Br)CC(=O)OC (methyl 3,5-dibromo-4-(3-isopropyl-4-methoxyphenylthio)-phenylacetate). Yield: 31.8%. Reaction SMILES: S(Cl)(Cl)(=O)=O.[Br:6][C:7]1[CH:8]=[C:9]([CH2:15][C:16]([O:18][CH3:19])=[O:17])[CH:10]=[C:11]([Br:14])[C:12]=1[SH:13].S(Cl)Cl.[CH:23]([C:26]1[CH:31]=[CH:30][CH:29]=[CH:28][C:27]=1[O:32][CH3:33])([CH3:25])[CH3:24].[Cl-].[Al+3].[Cl-].[Cl-]>ClCCl.CO>[Br:6][C:7]1[CH:8]=[C:9]([CH2:15][C:16]([O:18][CH3:19])=[O:17])[CH:10]=[C:11]([Br:14])[C:12]=1[S:13][C:30]1[CH:29]=[CH:28][C:27]([O:32][CH3:33])=[C:26]([CH:23]([CH3:25])[CH3:24])[CH:31]=1 |f:4.5.6.7|. Procedure: Sulfuryl chloride (0.9 mL, 0.011 mol) in 5 mL of dichloromethane was added dropwise to a solution of methyl 3,5-dibromo-4-mercaptophenylacetate (3.4 g, 0.11 mol), from Preparation E, in 50 mL dichloromethane. The pale yellow solution was allowed to stand for 1 hour and transferred to an addition funnel. The resulting sulfenyl chloride was then added dropwise to an ice-cooled suspension of 2-isopropylanisole (1.8 g, 0.022 mol) and aluminum chloride (2.8 g, 0.02 mol) in methanol. The reaction mixt...